From a dataset of the Open Reaction Database (ORD), a public repository of structured organic reaction records. describe an organic reaction: reactants, conditions, products, and yield Starting materials: COc1ccccc1COCCCOc1ccc(C2CCN(C(=O)OC(C)(C)C)CC2OCCOS(=O)(=O)c2ccc(C)cc2)cc1, CC(=O)NCCc1ccc(F)cc1O. Yields the product COc1ccccc1COCCCOc1ccc(C2CCN(C(=O)OC(C)(C)C)CC2OCCOc2cc(F)ccc2CCNC(C)=O)cc1. Reaction SMILES: [CH3:1][O:2][c:3]1[c:4]([CH2:5][O:6][CH2:7][CH2:8][CH2:9][O:10][c:11]2[cH:12][cH:13][c:14]([CH:17]3[CH:18]([O:30][CH2:31][CH2:32][O:33][S:34]([c:35]4[cH:36][cH:37][c:38]([CH3:39])[cH:40][cH:41]4)(=[O:42])=[O:43])[CH2:19][N:20]([C:23](=[O:24])[O:25][C:26]([CH3:27])([CH3:28])[CH3:29])[CH2:21][CH2:22]3)[cH:15][cH:16]2)[cH:44][cH:45][cH:46][cH:47]1.[F:48][c:49]1[cH:50][c:51]([OH:61])[c:52]([CH2:55][CH2:56][NH:57][C:58]([CH3:59])=[O:60])[cH:53][cH:54]1>>[CH3:1][O:2][c:3]1[c:4]([CH2:5][O:6][CH2:7][CH2:8][CH2:9][O:10][c:11]2[cH:12][cH:13][c:14]([CH:17]3[CH:18]([O:30][CH2:31][CH2:32][O:61][c:51]4[cH:50][c:49]([F:48])[cH:54][cH:53][c:52]4[CH2:55][CH2:56][NH:57][C:58]([CH3:59])=[O:60])[CH2:19][N:20]([C:23](=[O:24])[O:25][C:26]([CH3:27])([CH3:28])[CH3:29])[CH2:21][CH2:22]3)[cH:15][cH:16]2)[cH:44][cH:45][cH:46][cH:47]1. Reactants: 2-(6-carboxyhexyl)-3-nitromethylcyclopentan-1-one methyl ester, CC(=O)C.CCCCCC (acetone hexane), C1(=CC=C(C=C1)S(=O)(=O)O)C (p-toluenesulfonic acid), S(O)(O)(=O)=O (sulfuric acid), O (water), O (water), C(=O)(O)CCCCCCC1C(CCC1C=O)=O (2-(6-carboxyhexyl)cyclopentan-1-on-3-al). The solvent is [OH-].[Na+] (sodium hydroxide), CO (methanol), CCOCC (ether), CO (methanol). Run at time 1 hour. Yields the product methyl ester, COC1(C(C(CC1)C=O)CCCCCCC(=O)O)OC (2-(6-carboxyhexyl)cyclopentan-1-on-3-al dimethyl acetal). As a reaction SMILES: O.S(=O)(=O)(O)O.[C:7]([CH2:10][CH2:11][CH2:12][CH2:13][CH2:14][CH2:15][CH:16]1[CH:20]([CH:21]=[O:22])[CH2:19][CH2:18][C:17]1=[O:23])([OH:9])=[O:8].C1(C)C=CC(S(O)(=O)=O)=CC=1.C[C:36](C)=[O:37].[CH3:39]CCCCC>[OH-].[Na+].CO.CCOCC>[CH3:39][O:23][C:17]1([O:37][CH3:36])[CH2:18][CH2:19][CH:20]([CH:21]=[O:22])[CH:16]1[CH2:15][CH2:14][CH2:13][CH2:12][CH2:11][CH2:10][C:7]([OH:9])=[O:8] |f:4.5,6.7|. Procedure details: A solution of 2-(6-carboxyhexyl)-3-nitromethylcyclopentan-1-one methyl ester (20 g) in sodium hydroxide (10%, 61.6 ml) and methanol (40 ml) is stirred overnight, dilited with water (140 ml), and added to a mixture of concentrated sulfuric acid (18.4 ml) and water (118 ml) maintained -5° to -10° . A small amount of ether is added to keep the compound well suspended in the liquid. After completion of addition the cooling bath is removed and the mixture is stirred for 1 hour, extracted with ether, ... Starting materials: [Al+3], CCOC(C)=O, COCC(=O)NC1CCCN(Cc2ccccc2)C1, [H-], [H-], [H-], [H-], [Li+], [Mg+2], [Na+], O=S(=O)([O-])[O-], C1CCOC1, [OH-]. Yields the product COCCNC1CCCN(Cc2ccccc2)C1. RXN SMILES: [Al+3:2].[CH3:34][CH2:35][O:36][C:37](=[O:38])[CH3:39].[CH3:7][O:8][CH2:9][C:10](=[O:11])[NH:12][CH:13]1[CH2:14][N:15]([CH2:19][c:20]2[cH:21][cH:22][cH:23][cH:24][cH:25]2)[CH2:16][CH2:17][CH2:18]1.[H-:1].[H-:4].[H-:5].[H-:6].[Li+:3].[Mg+2:28].[Na+:27].[O-:29][S:30](=[O:31])(=[O:32])[O-:33].[O:40]1[CH2:41][CH2:42][CH2:43][CH2:44]1.[OH-:26]>>[CH3:7][O:8][CH2:9][CH2:10][NH:12][CH:13]1[CH2:14][N:15]([CH2:19][c:20]2[cH:21][cH:22][cH:23][cH:24][cH:25]2)[CH2:16][CH2:17][CH2:18]1. Yields the product ClC1=C(C=C(C=C1)NC(=O)NCC1=NC2=CC=CC=C2C(N1C1=CC=C(C=C1)F)=O)C(F)(F)F (1-(4-Chloro-3-trifluoromethyl-phenyl)-3-[3-(4-fluoro-phenyl)-4-oxo-3,4-dihydro-quinazolin-2-ylmethyl]-urea). The yield is 98.0%. Reported procedure: To a mixture of the amine (4) (14 mg, 0.05 mmol) in chloroform (0.5 mL), was added 3-trifluoromethylphenyl isocyanate (10 mg, 0.05 mmol). After stirring overnight the solvent was removed in vacuo, triturated with hexanes, filtered and dried to give the title urea (5) (24 mg, 98%) as a white solid: Reaction SMILES: [NH2:1][CH2:2][C:3]1[N:12]([C:13]2[CH:18]=[CH:17][C:16]([F:19])=[CH:15][CH:14]=2)[C:11](=[O:20])[C:10]2[C:5](=[CH:6][CH:7]=[CH:8][CH:9]=2)[N:4]=1.[F:21][C:22]([F:33])([F:32])[C:23]1[CH:24]=[C:25]([N:29]=[C:30]=[O:31])[CH:26]=[CH:27][CH:28]=1.C(Cl)(Cl)[Cl:35]>>[Cl:35][C:28]1[CH:27]=[CH:26][C:25]([NH:29][C:30]([NH:1][CH2:2][C:3]2[N:12]([C:13]3[CH:18]=[CH:17][C:16]([F:19])=[CH:15][CH:14]=3)[C:11](=[O:20])[C:10]3[C:5](=[CH:6][CH:7]=[CH:8][CH:9]=3)[N:4]=2)=[O:31])=[CH:24][C:23]=1[C:22]([F:32])([F:33])[F:21]. Reactants: NCC1=NC2=CC=CC=C2C(N1C1=CC=C(C=C1)F)=O (2-Aminomethyl-3-(4-Fluoro-phenyl)-3H-quinazolin-4-one), C(Cl)(Cl)Cl (chloroform), FC(C=1C=C(C=CC1)N=C=O)(F)F (3-trifluoromethylphenyl isocyanate). Conditions: time 8 hour.